From a dataset of the Open Reaction Database (ORD), a public repository of structured organic reaction records. describe an organic reaction: reactants, conditions, products, and yield The reactants are CCOC(C)=O, CCCN(CCC)c1ccc(C)c([N+](=O)[O-])c1. Product: CCCN(CCC)c1ccc(C)c(N)c1. As a reaction SMILES: [CH3:18][CH2:19][O:20][C:21]([CH3:22])=[O:23].[CH3:1][c:2]1[c:3]([N+:15]([O-:16])=[O:17])[cH:4][c:5]([N:6]([CH2:7][CH2:8][CH3:9])[CH2:10][CH2:11][CH3:12])[cH:13][cH:14]1>>[CH3:1][c:2]1[c:3]([NH2:15])[cH:4][c:5]([N:6]([CH2:7][CH2:8][CH3:9])[CH2:10][CH2:11][CH3:12])[cH:13][cH:14]1. Reactants: BrC=1C=C2C(=CC1)OC=1C=NC(=CC1C21N=C(OC2=C1C=CC=N2)N)Cl (7-bromo-3-chlorospiro[chromeno[2,3-c]pyridine-5,4′-pyrido[3,2-e][1,3]oxazin]-2′-amine), FC1=NC=CC=C1B(O)O (2-fluoropyridine-3-boronic acid), FC1=NC=CC(=C1)B(O)O (2-fluoropyridine-4-boronic acid). Yields the product FC1=NC=CC=C1C=1C=C2C(=CC1)OC=1C=NC(=CC1C21N=C(OC2=C1C=CC=N2)N)C2=CC(=NC=C2)F (7-(2-fluoropyridin-3-yl)-3-(2-fluoropyridin-4-yl)spiro[chromeno[2,3-c]pyridine-5,4′-pyrido[3,2-e][1,3]oxazin]-2′-amine). RXN SMILES: Br[C:2]1[CH:3]=[C:4]2[C:15]3([C:20]4[CH:21]=[CH:22][CH:23]=[N:24][C:19]=4[O:18][C:17]([NH2:25])=[N:16]3)[C:14]3[CH:13]=[C:12](Cl)[N:11]=[CH:10][C:9]=3[O:8][C:5]2=[CH:6][CH:7]=1.[F:27][C:28]1[C:33](B(O)O)=[CH:32][CH:31]=[CH:30][N:29]=1.[F:37][C:38]1[CH:43]=[C:42](B(O)O)[CH:41]=[CH:40][N:39]=1>>[F:27][C:28]1[C:33]([C:2]2[CH:3]=[C:4]3[C:15]4([C:20]5[CH:21]=[CH:22][CH:23]=[N:24][C:19]=5[O:18][C:17]([NH2:25])=[N:16]4)[C:14]4[CH:13]=[C:12]([C:42]5[CH:41]=[CH:40][N:39]=[C:38]([F:37])[CH:43]=5)[N:11]=[CH:10][C:9]=4[O:8][C:5]3=[CH:6][CH:7]=2)=[CH:32][CH:31]=[CH:30][N:29]=1. Procedure details: The titled compound was prepared by following the procedures as described in Example 18, Step 4 but using 7-bromo-3-chlorospiro[chromeno[2,3-c]pyridine-5,4′-pyrido[3,2-e][1,3]oxazin]-2′-amine, 2-fluoropyridine-3-boronic acid and 2-fluoropyridine-4-boronic acid. MS m/z=506.9 [M+H]+. Reactants: CC(=O)C.OS(=O)(=O)O.O=[Cr](=O)=O (Jones reagent), BrC=1C(=CC(=C(C1)CCC=O)OC)Cl (3-(5-bromo-4-chloro-2-methoxyphenyl)propanal). Run in CC(=O)C (acetone). Conditions: time 12 hour. The product is BrC=1C(=CC(=C(C1)CCC(=O)O)OC)Cl (3-(5-Bromo-4-chloro-2-methoxyphenyl)propanoic acid). Isolated yield 39.3%. As a reaction SMILES: CC(C)=[O:3].OS(O)(=O)=O.O=[Cr](=O)=O.[Br:14][C:15]1[C:16]([Cl:27])=[CH:17][C:18]([O:25][CH3:26])=[C:19]([CH2:21][CH2:22][CH:23]=[O:24])[CH:20]=1>CC(C)=O>[Br:14][C:15]1[C:16]([Cl:27])=[CH:17][C:18]([O:25][CH3:26])=[C:19]([CH2:21][CH2:22][C:23]([OH:3])=[O:24])[CH:20]=1 |f:0.1.2|. Reported procedure: To a stirred solution of Jones reagent (3 mL, 5.4 mmol, 2.8 M) in acetone (20 mL), 3-(5-bromo-4-chloro-2-methoxyphenyl)propanal (860 mg, 3.1 mmol) was added. The reaction was stirred at RT for 12 h, quenched with iso-propylalcohol and then stirred for 10 min. The resulting mixture was diluted with water, extracted with ethyl acetate. The combined organic layer was washed with water and brine, dried over Na2SO4 and concentrated. The residue was purified by flash column chromatography on silica ge... The reactants are ClC=1C=C(C=C(C1CC1=NC2=CC=CC=C2C=C1)Cl)N (3,5-Dichloro-4-quinolin-2-ylmethyl-phenylamine), ClC1=C(C=C(C(=C1)Cl)C)S(=O)(=O)Cl (2,4-dichloro-5-methylbenzenesulfonyl chloride). Run in N1=CC=CC=C1 (pyridine). Product: ClC1=C(C=C(C(=C1)Cl)C)S(=O)(=O)NC1=CC(=C(C(=C1)Cl)CC1=NC2=CC=CC=C2C=C1)Cl (2,4-Dichloro-N-(3,5-dichloro-4-quinolin-2-ylmethyl-phenyl)-5-methyl-benzenesulfonamide). As a reaction SMILES: [Cl:1][C:2]1[CH:3]=[C:4]([NH2:20])[CH:5]=[C:6]([Cl:19])[C:7]=1[CH2:8][C:9]1[CH:18]=[CH:17][C:16]2[C:11](=[CH:12][CH:13]=[CH:14][CH:15]=2)[N:10]=1.[Cl:21][C:22]1[CH:27]=[C:26]([Cl:28])[C:25]([CH3:29])=[CH:24][C:23]=1[S:30](Cl)(=[O:32])=[O:31]>N1C=CC=CC=1>[Cl:21][C:22]1[CH:27]=[C:26]([Cl:28])[C:25]([CH3:29])=[CH:24][C:23]=1[S:30]([NH:20][C:4]1[CH:5]=[C:6]([Cl:19])[C:7]([CH2:8][C:9]2[CH:18]=[CH:17][C:16]3[C:11](=[CH:12][CH:13]=[CH:14][CH:15]=3)[N:10]=2)=[C:2]([Cl:1])[CH:3]=1)(=[O:32])=[O:31]. Procedure details: 2,4-Dichloro-N-(3,5-dichloro-4-quinolin-2-ylmethyl-phenyl)-5-methyl-benzenesulfonamide was synthesized (76%) from 3,5-dichloro-4-quinolin-2-ylmethyl-phenylamine (223), 2,4-dichloro-5-methylbenzenesulfonyl chloride (Maybridge) and pyridine (EM) in a similar manner as described in Examples 70-91. 1H NMR (400 MHz, DMSO-d6) δ 11.22 (br s, 1H), 8.25 (d, J=8.5 Hz, 1H), 8.15 (s, 1H), 7.91 (d, J=8.0 Hz, 1H), 7.88 (s, 1H), 7.78 (d, J=8.3 Hz, 1H), 7.69 (t, J=7.1 Hz, 1H), 7.54 (t, J=7.5 Hz, 1H), 7.22 (d, J... The reactants are C(C)(C)(C)OC(=O)N1CCC(=CC1)C1=NC(=C(C=2N1C=NN2)C2=CC(=CC=C2)C(F)(F)F)C2=CC(=NC=C2)Cl (5-(1-(t-Butoxycarbonyl)-1,2,3,6-tetrahydropyrid-4-yl)-7-(2-chloro-4-pyridyl)-8-(3-(trifluoromethyl)phenyl)-1,2,4-triazolo[4,3-c]pyrimidine), CC(C)([O-])C.[Na+] (Sodium t-butoxide), C[C@@H](C1=CC=CC=C1)N ((S)-α-methylbenzylamine), C=1C=CC(=CC1)P(C=2C=CC=CC2)C3=CC=C4C=CC=CC4=C3C5=C6C=CC=CC6=CC=C5P(C=7C=CC=CC7)C=8C=CC=CC8 (BINAP). The reagents and catalysts are C(C)(=O)[O-].[Pd+2].C(C)(=O)[O-] (palladium acetate). Solvent: C1(=CC=CC=C1)C (toluene). Run at temperature 90 celsius. Product: C(C)(C)(C)OC(=O)N1CCC(=CC1)C1=NC(=C(C=2N1C=NN2)C2=CC(=CC=C2)C(F)(F)F)C2=CC(=NC=C2)N[C@@H](C)C2=CC=CC=C2 (5-(1-(t-butoxycarbonyl)-1,2,3,6-tetrahydropyrid-4-yl)-7-(2-(1(S)-phenylethyl)amino-4-pyridyl)-8-(3-(trifluoromethyl)phenyl)-1,2,4-triazolo[4,3-c]pyrimidine). Reaction SMILES: [C:1]([O:5][C:6]([N:8]1[CH2:13][CH:12]=[C:11]([C:14]2[N:19]3[CH:20]=[N:21][N:22]=[C:18]3[C:17]([C:23]3[CH:28]=[CH:27][CH:26]=[C:25]([C:29]([F:32])([F:31])[F:30])[CH:24]=3)=[C:16]([C:33]3[CH:38]=[CH:37][N:36]=[C:35](Cl)[CH:34]=3)[N:15]=2)[CH2:10][CH2:9]1)=[O:7])([CH3:4])([CH3:3])[CH3:2].[CH3:40][C@H:41]([NH2:48])[C:42]1[CH:47]=[CH:46][CH:45]=[CH:44][CH:43]=1.C1C=CC(P(C2C(C3C(P(C4C=CC=CC=4)C4C=CC=CC=4)=CC=C4C=3C=CC=C4)=C3C(C=CC=C3)=CC=2)C2C=CC=CC=2)=CC=1.CC(C)([O-])C.[Na+]>C1(C)C=CC=CC=1.C([O-])(=O)C.[Pd+2].C([O-])(=O)C>[C:1]([O:5][C:6]([N:8]1[CH2:13][CH:12]=[C:11]([C:14]2[N:19]3[CH:20]=[N:21][N:22]=[C:18]3[C:17]([C:23]3[CH:28]=[CH:27][CH:26]=[C:25]([C:29]([F:32])([F:31])[F:30])[CH:24]=3)=[C:16]([C:33]3[CH:38]=[CH:37][N:36]=[C:35]([NH:48][C@H:41]([C:42]4[CH:47]=[CH:46][CH:45]=[CH:44][CH:43]=4)[CH3:40])[CH:34]=3)[N:15]=2)[CH2:10][CH2:9]1)=[O:7])([CH3:4])([CH3:3])[CH3:2] |f:3.4,6.7.8|. Procedure details: 5-(1-(t-Butoxycarbonyl)-1,2,3,6-tetrahydropyrid-4-yl)-7-(2-chloro-4-pyridyl)-8-(3-(trifluoromethyl)phenyl)-1,2,4-triazolo[4,3-c]pyrimidine (0.93 g, 1.7 mmol), (S)-α-methylbenzylamine (0.48 g, 4 mmol), palladium acetate (0.06 g, 0.26 mmol) and racemic BINAP (0.16 g, 0.26 mmol) were combined in toluene (15 ml) and the resulting solution was degassed with nitrogen. Sodium t-butoxide (0.48 g, 5 mmol) was added and the resulting mixture was heated to 90° C. for 1 hour. The mixture was partitioned bet... Run in O1CCCC1 (tetrahydrofuran), O1CCCC1 (tetrahydrofuran). Product: C(C)(C)C1=NC(=C(C=C1COC(C(CC)(C)C)=O)CO)C(C)C (2,6-Diisopropyl-3-(2,2-dimethyl-butyryloxymethyl)-5-hydroxymethyl-pyridine). RXN SMILES: [F-].C([N+](CCCC)(CCCC)CCCC)CCC.C([CH:23]([O:52][SiH](C)C)[C:24]1[C:25]([CH:49]([CH3:51])[CH3:50])=[N:26][C:27]([CH:46]([CH3:48])[CH3:47])=[C:28]([CH2:37][O:38][C:39](=[O:45])[C:40]([CH3:44])([CH3:43])[CH2:41][CH3:42])[C:29]=1C1C=CC(F)=CC=1)(C)(C)C.C(=O)([O-])O.[Na+]>O1CCCC1>[CH:46]([C:27]1[C:28]([CH2:37][O:38][C:39](=[O:45])[C:40]([CH3:43])([CH3:44])[CH2:41][CH3:42])=[CH:29][C:24]([CH2:23][OH:52])=[C:25]([CH:49]([CH3:50])[CH3:51])[N:26]=1)([CH3:48])[CH3:47] |f:0.1,3.4|. The reactants are [F-].C(CCC)[N+](CCCC)(CCCC)CCCC (tetrabutylammonium fluoride), C(C)(C)(C)C(C=1C(=NC(=C(C1C1=CC=C(C=C1)F)COC(C(CC)(C)C)=O)C(C)C)C(C)C)O[SiH](C)C (3-(tert.Butyldimethylsilyloxymethyl)-2,6-diisopropyl-5-(2,2-dimethyl-butyryloxymethyl)-4-(4-fluorophenyl)pyridine), C(O)([O-])=O.[Na+] (sodium hydrogen carbonate). Reported procedure: 2.6 ml (2.6 mmol) of a 1molar tetrabutylammonium fluoride solution in tetrahydrofuran are added to 1.3 g (2.6 mmol) of the compound from Example 65 dissolved in 20 ml of absolute tetrahydrofuran and the mixture is stirred for 1 hour of room temperature. Saturated sodium hydrogen carbonate solution is added to the mixture and it is extracted several times using dichloromethane. The organic phase is dried over magnesium sulphate and concentrated in vacuo, and the residue is chromatographed on a co... Reaction conditions: time 1 hour.